Dataset: the Open Reaction Database (ORD), a public repository of structured organic reaction records. Task: describe an organic reaction: reactants, conditions, products, and yield Starting materials: hydrochloride salt, CC1=CC=C(C=C1)S(=O)(=O)OCC1OC2=C(C1)C=C(C=C2C2=C(C=CC=C2C)C)Cl ([5-chloro-7-(2,6-dimethylphenyl)-2,3-dihydro-1-benzofuran-2-yl]methyl 4-methylbenzenesulfonate), N1CCSCC1 (thiomorpholine). Yields the product ClC=1C=C(C2=C(CC(O2)CN2CCSCC2)C1)C1=C(C=CC=C1C)C ((±)-4-{[5-chloro-7-(2,6-dimethylphenyl)-2,3-dihydro-1-benzofuran-2-yl]methyl}thiomorpholine). As a reaction SMILES: CC1C=CC(S(O[CH2:12][CH:13]2[CH2:17][C:16]3[CH:18]=[C:19]([Cl:30])[CH:20]=[C:21]([C:22]4[C:27]([CH3:28])=[CH:26][CH:25]=[CH:24][C:23]=4[CH3:29])[C:15]=3[O:14]2)(=O)=O)=CC=1.[NH:31]1[CH2:36][CH2:35][S:34][CH2:33][CH2:32]1>>[Cl:30][C:19]1[CH:20]=[C:21]([C:22]2[C:27]([CH3:28])=[CH:26][CH:25]=[CH:24][C:23]=2[CH3:29])[C:15]2[O:14][CH:13]([CH2:12][N:31]3[CH2:36][CH2:35][S:34][CH2:33][CH2:32]3)[CH2:17][C:16]=2[CH:18]=1. Procedure: The title compound was prepared (0.55 g, 39%) following the general procedure of Example 390 as a white solid, hydrochloride salt from (±)-([5-chloro-7-(2,6-dimethylphenyl)-2,3-dihydro-1-benzofuran-2-yl]methyl 4-methylbenzenesulfonate (0.15 g, 0.338 mmol) and thiomorpholine (0.72 g, 6.76 mmol). mp 224-226° C. The reactants are CC1=COC2=C1C=C(C=C2)C2=CC=C(C=C2)CC(=O)OCC (ethyl 4-(3-methylbenzofuran-5-yl)phenylacetate), II (iodine), mercuric oxide. Solvent: C1=CC=CC=C1 (benzene). Product: IC=1OC2=C(C1C)C=C(C=C2)C2=CC=C(C=C2)CC(=O)OCC (ethyl 4-(2-iodo-3-methylbenzofuran-5-yl)phenylacetate). Reaction SMILES: [CH3:1][C:2]1[C:6]2[CH:7]=[C:8]([C:11]3[CH:16]=[CH:15][C:14]([CH2:17][C:18]([O:20][CH2:21][CH3:22])=[O:19])=[CH:13][CH:12]=3)[CH:9]=[CH:10][C:5]=2[O:4][CH:3]=1.[I:23]I>C1C=CC=CC=1>[I:23][C:3]1[O:4][C:5]2[CH:10]=[CH:9][C:8]([C:11]3[CH:16]=[CH:15][C:14]([CH2:17][C:18]([O:20][CH2:21][CH3:22])=[O:19])=[CH:13][CH:12]=3)=[CH:7][C:6]=2[C:2]=1[CH3:1]. Procedure: To a solution of 2.8 g. of the product of step B in 50 ml. of benzene is added 2.7 g. of iodine and 2.4 g. of mercuric oxide followed by stirring and heating at 60°-65° C. for about three days. The mixture is cooled and evaporated, and the residue is chromatographed on silica gel, eluting with a carbon tetrachloride-dichloromethane mixture, to provide ethyl 4-(2-iodo-3-methylbenzofuran-5-yl)phenylacetate. To this intermediate is added dichloromethane, then dinitrogen tetraoxide. After one hour t... Reactants: O (Water), COC=1C=C(C=O)C=CC1N1C=NC(=C1)C (3-methoxy-4-(4-methyl-1H-imidazol-1-yl)benzaldehyde), C(C)(C)(C)OC(C(CCCCl)P(=O)(OCC)OCC)=O (5-chloro-2-(diethoxyphosphoryl)valeric acid tert-butyl ester), O.[OH-].[Li+] (lithium hydroxide monohydrate). Solvent: C(C)(=O)OCC (ethyl acetate), C1CCOC1 (THF), C(C)O (ethanol). Conditions: time 8 hour. Product: C(C)(C)(C)OC(/C(/CCCCl)=C/C1=CC(=C(C=C1)N1C=NC(=C1)C)OC)=O ((E)-5-chloro-2-[3-methoxy-4-(4-methyl-1H-imidazol-1-yl)benzylidene]valeric acid tert-butyl ester). Isolated yield 60.7%. Reaction SMILES: [CH3:1][O:2][C:3]1[CH:4]=[C:5]([CH:8]=[CH:9][C:10]=1[N:11]1[CH:15]=[C:14]([CH3:16])[N:13]=[CH:12]1)[CH:6]=O.[C:17]([O:21][C:22](=[O:36])[CH:23](P(OCC)(OCC)=O)[CH2:24][CH2:25][CH2:26][Cl:27])([CH3:20])([CH3:19])[CH3:18].O.[OH-].[Li+].O>C1COCC1.C(O)C.C(OCC)(=O)C>[C:17]([O:21][C:22](=[O:36])/[C:23](=[CH:6]/[C:5]1[CH:8]=[CH:9][C:10]([N:11]2[CH:15]=[C:14]([CH3:16])[N:13]=[CH:12]2)=[C:3]([O:2][CH3:1])[CH:4]=1)/[CH2:24][CH2:25][CH2:26][Cl:27])([CH3:20])([CH3:18])[CH3:19] |f:2.3.4|. Procedure: To a solution of 3-methoxy-4-(4-methyl-1H-imidazol-1-yl)benzaldehyde (50 g) in THF (600 mL) and ethanol (200 mL), 5-chloro-2-(diethoxyphosphoryl)valeric acid tert-butyl ester (83.5 g) and lithium hydroxide monohydrate (29.1 g) were added to the one by one, and the reaction solution was agitated at room temperature overnight. Water and ethyl acetate were added to the reaction solution after confirming disappearance of the starting materials, and the organic layer was partitioned. After the obtain... The reactants are ClC=1C(=NC=CN1)OCC(CNC(C)C)O (3-chloro-2-(3'-isopropylamino-2'-hydroxy-propoxy)-pyrazine), C[O-].[Na+] (sodium methylate). Solvent: CO (methanol). Product: Cl.COC=1C(=NC=CN1)OCC(CNC(C)C)O (3-methoxy-2-(3'-isopropylamino-2'-hydroxy-propoxy)-pyrazine hydrochloride). Reaction SMILES: [Cl:1][C:2]1[C:3]([O:8][CH2:9][CH:10]([OH:16])[CH2:11][NH:12][CH:13]([CH3:15])[CH3:14])=[N:4][CH:5]=[CH:6][N:7]=1.[CH3:17][O-:18].[Na+]>CO>[ClH:1].[CH3:17][O:18][C:2]1[C:3]([O:8][CH2:9][CH:10]([OH:16])[CH2:11][NH:12][CH:13]([CH3:15])[CH3:14])=[N:4][CH:5]=[CH:6][N:7]=1 |f:1.2,4.5|. Procedure details: 7.5 g of 3-chloro-2-(3'-isopropylamino-2'-hydroxy-propoxy)-pyrazine and 3.2 g of sodium methylate in 150 ml of methanol are boiled for 10 hours under reflux. The reaction mixture is then evaporated in a waterpump vacuum. The residue is partitioned between 2 N hydrochloric acid and ether. The acid aqueous phase is rendered alkaline with concentrated sodium hydroxide solution and extracted by shaking with ether. The ether extracts are washed with water, dried over sodium sulphate and evaporated in...